From a dataset of the Open Reaction Database (ORD), a public repository of structured organic reaction records. describe an organic reaction: reactants, conditions, products, and yield The reactants are FC=1C=C(C=C(C1CO)F)O (3,5-difluoro-4-hydroxymethyl-phenol), ClCC=1N=C(SC1)C (4-chlormethyl-2-methylthiazol). Procedure: This compound was prepared from 3,5-difluoro-4-hydroxymethyl-phenol and 4-chlormethyl-2-methylthiazol according to the procedure described in Example 179 to give the product as a colorless oil (369 mg, 73%); MS (ISP): 272.3 (M+H)+. Reaction SMILES: [F:1][C:2]1[CH:3]=[C:4]([OH:11])[CH:5]=[C:6]([F:10])[C:7]=1[CH2:8][OH:9].Cl[CH2:13][C:14]1[N:15]=[C:16]([CH3:19])[S:17][CH:18]=1>>[F:1][C:2]1[CH:3]=[C:4]([O:11][CH2:13][C:14]2[N:15]=[C:16]([CH3:19])[S:17][CH:18]=2)[CH:5]=[C:6]([F:10])[C:7]=1[CH2:8][OH:9]. Isolated yield 73.0%. The product is FC1=C(CO)C(=CC(=C1)OCC=1N=C(SC1)C)F (2,6-Difluoro-4-(2-methyl-thiazol-4-ylmethoxy)-benzylalcohol).